From a dataset of the Open Reaction Database (ORD), a public repository of structured organic reaction records. describe an organic reaction: reactants, conditions, products, and yield Starting materials: C1CCOC1, COC1CN(C(=O)OC(C)(C)C)CCC1COS(=O)(=O)c1ccc(C)cc1, N. Yields the product COC1CN(C(=O)OC(C)(C)C)CCC1CN. As a reaction SMILES: [CH2:29]1[O:30][CH2:31][CH2:32][CH2:33]1.[CH3:1][c:2]1[cH:3][cH:4][c:5]([S:6]([O:7][CH2:12][CH:13]2[CH:14]([O:26][CH3:27])[CH2:15][N:16]([C:19](=[O:20])[O:21][C:22]([CH3:23])([CH3:24])[CH3:25])[CH2:17][CH2:18]2)(=[O:8])=[O:9])[cH:10][cH:11]1.[NH3:28]>>[CH2:12]([CH:13]1[CH:14]([O:26][CH3:27])[CH2:15][N:16]([C:19](=[O:20])[O:21][C:22]([CH3:23])([CH3:24])[CH3:25])[CH2:17][CH2:18]1)[NH2:28].